Task: describe an organic reaction: reactants, conditions, products, and yield. Dataset: the Open Reaction Database (ORD), a public repository of structured organic reaction records The reactants are BrC1=C(NC(C)C)C=C(C=C1)F (2-Bromo-5-fluoro-N-(propan-2-yl)aniline), O (water), CCN(C(C)C)C(C)C (DIPEA), C1(CC1)C(=O)Cl (cyclopropanecarbonyl chloride). Solvent: C(Cl)Cl (DCM). Run at temperature 20 celsius, time 24 hour. The product is BrC1=C(C=C(C=C1)F)N(C(=O)C1CC1)C(C)C (N-(2-bromo-5-fluorophenyl)-N-(propan-2-yl)cyclopropanecarboxamide). RXN SMILES: [Br:1][C:2]1[CH:11]=[CH:10][C:9]([F:12])=[CH:8][C:3]=1[NH:4][CH:5]([CH3:7])[CH3:6].CCN(C(C)C)C(C)C.[CH:22]1([C:25](Cl)=[O:26])[CH2:24][CH2:23]1.O>C(Cl)Cl>[Br:1][C:2]1[CH:11]=[CH:10][C:9]([F:12])=[CH:8][C:3]=1[N:4]([CH:5]([CH3:7])[CH3:6])[C:25]([CH:22]1[CH2:24][CH2:23]1)=[O:26]. Procedure: 2-Bromo-5-fluoro-N-(propan-2-yl)aniline E-1.7′″″ (2.20 g; 9.48 mmol) is suspended in 5 ml DCM and DIPEA (8.2 ml; 47.40 mmol) is added. Afterwards cyclopropanecarbonyl chloride (3.44 ml; 75.84 mmol) is added and the reaction mixture is stirred for 24 h at 20° C. The reaction mixture is poured into water and extracted with DCM. The combined organic layer is dried over MgSO4 and concentrated under reduced pressure. The crude product is purified using reversed phase chromatography (Method: prep. HPL... Reactants: IC1=C(C(=O)N2C=C(C3=NC(=CC=C32)OC)C=O)C=CC=C1 (1-(2-Iodobenzoyl)-5-methoxy-1H-pyrrolo[3,2-b]pyridine-3-carbaldehyde), C(C)(=O)[O-].[K+] (potassium acetate). The reagents and catalysts are C=1C=CC(=CC1)[P](C=2C=CC=CC2)(C=3C=CC=CC3)[Pd]([P](C=4C=CC=CC4)(C=5C=CC=CC5)C=6C=CC=CC6)([P](C=7C=CC=CC7)(C=8C=CC=CC8)C=9C=CC=CC9)[P](C=1C=CC=CC1)(C=1C=CC=CC1)C=1C=CC=CC1 (tetrakis(triphenylphosphine)palladium(0)). The solvent is CN(C)C=O (DMF). Yields the product COC=1C=CC2=C(C(=C3N2C(C2=CC=CC=C32)=O)C=O)N1 (2-Methoxy-6-oxo-6H-pyrido[2′,3′:4,5]pyrrolo[2,1-a]isoindole-11-carbaldehyde). RXN SMILES: I[C:2]1[CH:22]=[CH:21][CH:20]=[CH:19][C:3]=1[C:4]([N:6]1[C:14]2[C:9](=[N:10][C:11]([O:15][CH3:16])=[CH:12][CH:13]=2)[C:8]([CH:17]=[O:18])=[CH:7]1)=[O:5].C([O-])(=O)C.[K+]>CN(C=O)C.C1C=CC([P]([Pd]([P](C2C=CC=CC=2)(C2C=CC=CC=2)C2C=CC=CC=2)([P](C2C=CC=CC=2)(C2C=CC=CC=2)C2C=CC=CC=2)[P](C2C=CC=CC=2)(C2C=CC=CC=2)C2C=CC=CC=2)(C2C=CC=CC=2)C2C=CC=CC=2)=CC=1>[CH3:16][O:15][C:11]1[CH:12]=[CH:13][C:14]2[N:6]3[C:4](=[O:5])[C:3]4[C:19]([C:7]3=[C:8]([CH:17]=[O:18])[C:9]=2[N:10]=1)=[CH:20][CH:21]=[CH:22][CH:2]=4 |f:1.2,^1:36,38,57,76|. Reported procedure: Under an argon atmosphere, 0.49 mmol of the compound obtained in Step B, 0.2 mmol of tetrakis(triphenylphosphine)palladium(0) and 0.49 mmol of potassium acetate in 15 ml of DMF are heated at 140° C. for 3 hours. After returning to room temperature, the reaction mixture is filtered using a Büchner funnel and then evaporated to dryness. The residue is then hydrolysed and subsequently extracted with ethyl acetate. The organic phase is dried over magnesium sulphate and concentrated, and the residue ... The reactants are CN(C)CCN, Clc1nc2ccccc2c2c1Oc1ccccc1O2. The product is CN(C)CCNc1nc2ccccc2c2c1Oc1ccccc1O2. Reaction SMILES: [CH3:20][N:21]([CH2:22][CH2:23][NH2:24])[CH3:25].[Cl:1][c:2]1[n:3][c:4]2[c:5]([c:6]3[c:15]1[O:14][c:13]1[c:8]([cH:9][cH:10][cH:11][cH:12]1)[O:7]3)[cH:16][cH:17][cH:18][cH:19]2>>[c:2]1([NH:24][CH2:23][CH2:22][N:21]([CH3:20])[CH3:25])[n:3][c:4]2[c:5]([c:6]3[c:15]1[O:14][c:13]1[c:8]([cH:9][cH:10][cH:11][cH:12]1)[O:7]3)[cH:16][cH:17][cH:18][cH:19]2. Starting materials: BrB(Br)Br, COc1ccc2nc(-c3ccccc3)cc(Cl)c2c1, ClCCl. Yields the product Oc1ccc2nc(-c3ccccc3)cc(Cl)c2c1. RXN SMILES: [B:20]([Br:21])([Br:22])[Br:23].[Cl:1][c:2]1[cH:3][c:4](-[c:14]2[cH:15][cH:16][cH:17][cH:18][cH:19]2)[n:5][c:6]2[cH:7][cH:8][c:9]([O:12][CH3:13])[cH:10][c:11]12.[Cl:24][CH2:25][Cl:26]>>[Cl:1][c:2]1[cH:3][c:4](-[c:14]2[cH:15][cH:16][cH:17][cH:18][cH:19]2)[n:5][c:6]2[cH:7][cH:8][c:9]([OH:12])[cH:10][c:11]12. Reactants: O=C([O-])[O-], CC(C)(C=O)NC(=O)OC(C)(C)C, CCOCC, CO, [Cl-], [K+], [K+], [NH4+]. The product is C#CC(C)(C)NC(=O)OC(C)(C)C. As a reaction SMILES: [C:1](=[O:2])([O-:3])[O-:4].[C:7](=[O:8])([O:9][C:10]([CH3:11])([CH3:12])[CH3:13])[NH:14][C:15]([CH:16]=[O:17])([CH3:18])[CH3:19].[CH2:22]([O:23][CH2:24][CH3:25])[CH3:26].[CH3:20][OH:21].[Cl-:27].[K+:5].[K+:6].[NH4+:28]>>[CH:1]#[C:16][C:15]([NH:14][C:7](=[O:8])[O:9][C:10]([CH3:11])([CH3:12])[CH3:13])([CH3:18])[CH3:19]. Reactants: BrCC1=CC(=C(C#N)C=C1)F (4-Bromomethyl-2-fluoro-benzonitrile), P(OCC)(OCC)OCC (triethyl phosphite). Run at temperature 150 celsius, time 4 hour. Yields the product C(C)OP(OCC)(=O)CC1=CC(=C(C=C1)C#N)F ((4-Cyano-3-fluoro-benzyl)-phosphonic acid diethyl ester). RXN SMILES: Br[CH2:2][C:3]1[CH:10]=[CH:9][C:6]([C:7]#[N:8])=[C:5]([F:11])[CH:4]=1.[P:12]([O:19]CC)([O:16][CH2:17][CH3:18])[O:13][CH2:14][CH3:15]>>[CH2:14]([O:13][P:12]([CH2:2][C:3]1[CH:10]=[CH:9][C:6]([C:7]#[N:8])=[C:5]([F:11])[CH:4]=1)(=[O:19])[O:16][CH2:17][CH3:18])[CH3:15]. Procedure details: 2.2 g 4-Bromomethyl-2-fluoro-benzonitrile were dissolved in 2.0 ml triethyl phosphite and stirred at 150° C. for four hours. Then the triethyl phosphite was removed in vacuo to obtain 2.5 g (4-Cyano-3-fluoro-benzyl)-phosphonic acid diethyl ester as an oil. Starting materials: [Br-], CCCCc1nc(=O)c2cc(C=O)ccc2[nH]1, C[Mg+], CCOCC, C1CCOC1. The product is CCCCc1nc(=O)c2cc(C(C)O)ccc2[nH]1. Reaction SMILES: [Br-:18].[CH2:1]([CH2:2][CH2:3][CH3:4])[c:5]1[nH:6][c:7]2[cH:8][cH:9][c:10]([CH:16]=[O:17])[cH:11][c:12]2[c:13](=[O:15])[n:14]1.[CH3:19][Mg+:20].[CH3:26][CH2:27][O:28][CH2:29][CH3:30].[O:21]1[CH2:22][CH2:23][CH2:24][CH2:25]1>>[CH2:1]([CH2:2][CH2:3][CH3:4])[c:5]1[nH:6][c:7]2[cH:8][cH:9][c:10]([CH:16]([OH:17])[CH3:19])[cH:11][c:12]2[c:13](=[O:15])[n:14]1. Reactants: [N+](=O)([O-])C=1C=C(C=CC1)S(=O)(=O)CCO (2-(3-Nitrophenylsulfonyl)ethanol), [H][H] (hydrogen). Reagents/catalysts: [Pd] (Pd/C). The solvent is O1CCCC1 (tetrahydrofuran), C(C)O (ethanol). Yields the product NC=1C=C(C=CC1)S(=O)(=O)CCO (2-(3-Amino-phenylsulfonyl)-ethanol). Isolated yield 100.0%. As a reaction SMILES: [N+:1]([C:4]1[CH:5]=[C:6]([S:10]([CH2:13][CH2:14][OH:15])(=[O:12])=[O:11])[CH:7]=[CH:8][CH:9]=1)([O-])=O.[H][H]>O1CCCC1.C(O)C.[Pd]>[NH2:1][C:4]1[CH:5]=[C:6]([S:10]([CH2:13][CH2:14][OH:15])(=[O:12])=[O:11])[CH:7]=[CH:8][CH:9]=1. Procedure: 2-(3-Nitrophenylsulfonyl)ethanol (10 g; 43 mmol) was dissolved in 200 ml tetrahydrofuran and 200 mL ethanol, 3 g Pd/C (10%) was added and the mixture treated with hydrogen gas. The solvents were removed to obtain 8.8 g (43 mmol, 100% yield) of the desired compound as colourless oil. Starting materials: ClC(Cl)Cl, ClCCl, O=C(Cl)c1ccc(F)cc1, COc1c(C)ccc2c1CC(C1CCN(CCN)CC1)OC2CNC=O, [Na+], [OH-]. Product: COc1c(C)ccc2c1CC(C1CCN(CCNC(=O)c3ccc(F)cc3)CC1)OC2CNC=O. As a reaction SMILES: [CH:42]([Cl:43])([Cl:44])[Cl:45].[Cl:3][CH2:4][Cl:5].[F:32][c:33]1[cH:34][cH:35][c:36]([C:37](=[O:38])[Cl:39])[cH:40][cH:41]1.[NH2:6][CH2:7][CH2:8][N:9]1[CH2:10][CH2:11][CH:12]([CH:15]2[O:16][CH:17]([CH2:28][NH:29][CH:30]=[O:31])[c:18]3[cH:19][cH:20][c:21]([CH3:27])[c:22]([O:25][CH3:26])[c:23]3[CH2:24]2)[CH2:13][CH2:14]1.[Na+:2].[OH-:1]>>[NH:6]([CH2:7][CH2:8][N:9]1[CH2:10][CH2:11][CH:12]([CH:15]2[O:16][CH:17]([CH2:28][NH:29][CH:30]=[O:31])[c:18]3[cH:19][cH:20][c:21]([CH3:27])[c:22]([O:25][CH3:26])[c:23]3[CH2:24]2)[CH2:13][CH2:14]1)[C:37]([c:36]1[cH:35][cH:34][c:33]([F:32])[cH:41][cH:40]1)=[O:38].